This data is from the Open Reaction Database (ORD), a public repository of structured organic reaction records. The task is: describe an organic reaction: reactants, conditions, products, and yield The product is FC(C(=O)O)CC1=CC=C(C=C1)OCC1=CC=C(C=C1)CN(C=1SC=C(N1)C1=CC=CC=C1)CCC1=CC=CC=C1 (2-fluoro-3-{4-[(4-{[(2-phenylethyl)(4-phenyl-1,3-thiazol-2-yl)amino]methyl}benzyl)oxy]phenyl}propanoic acid). Yield: 68.0%. The solvent is O (water), CO (methanol). The reactants are FC(C(=O)OCC)CC1=CC=C(C=C1)OCC1=CC=C(C=C1)CN(C=1SC=C(N1)C1=CC=CC=C1)CCC1=CC=CC=C1 (ethyl 2-fluoro-3-{4-[(4-{[(2-phenylethyl)(4-phenyl-1,3-thiazol-2-yl)amino]methyl}benzyl)oxy]phenyl}-propanoate), O1CCCC1 (tetrahydrofuran), O.[OH-].[Li+] (lithium hydroxide monohydrate), Cl (hydrochloric acid). Procedure details: A mixture of ethyl 2-fluoro-3-{4-[(4-{[(2-phenylethyl)(4-phenyl-1,3-thiazol-2-yl)amino]methyl}benzyl)oxy]phenyl}-propanoate (740 mg, 1.31 mmol), tetrahydrofuran (15 mL), methanol (10 mL), water (10 mL) and lithium hydroxide monohydrate (165 mg, 3.92 mmol) was stirred at room temperature for 3 hr. The reaction mixture was neutralized with 1N hydrochloric acid and extracted with ethyl acetate. The organic layer was washed with saturated brine and dried over anhydrous magnesium sulfate. The solvent... Conditions: time 3 hour. As a reaction SMILES: [F:1][CH:2]([CH2:8][C:9]1[CH:14]=[CH:13][C:12]([O:15][CH2:16][C:17]2[CH:22]=[CH:21][C:20]([CH2:23][N:24]([CH2:36][CH2:37][C:38]3[CH:43]=[CH:42][CH:41]=[CH:40][CH:39]=3)[C:25]3[S:26][CH:27]=[C:28]([C:30]4[CH:35]=[CH:34][CH:33]=[CH:32][CH:31]=4)[N:29]=3)=[CH:19][CH:18]=2)=[CH:11][CH:10]=1)[C:3]([O:5]CC)=[O:4].O1CCCC1.O.[OH-].[Li+].Cl>O.CO>[F:1][CH:2]([CH2:8][C:9]1[CH:10]=[CH:11][C:12]([O:15][CH2:16][C:17]2[CH:22]=[CH:21][C:20]([CH2:23][N:24]([CH2:36][CH2:37][C:38]3[CH:39]=[CH:40][CH:41]=[CH:42][CH:43]=3)[C:25]3[S:26][CH:27]=[C:28]([C:30]4[CH:31]=[CH:32][CH:33]=[CH:34][CH:35]=4)[N:29]=3)=[CH:19][CH:18]=2)=[CH:13][CH:14]=1)[C:3]([OH:5])=[O:4] |f:2.3.4|. The reactants are OBO, CN(C(=O)OC(C)(C)C)c1cc(Br)ccn1, COc1ccccc1CN(C(=O)c1sc2c(F)ccc(F)c2c1Cl)C1CCC(N(C)C(=O)OC(C)(C)C)CC1. The product is COc1ccc(-c2ccnc(N(C)C(=O)OC(C)(C)C)c2)cc1CN(C(=O)c1sc2c(F)ccc(F)c2c1Cl)C1CCC(N(C)C(=O)OC(C)(C)C)CC1. Reaction SMILES: [BH:1]([OH:2])[OH:3].[Br:43][c:44]1[cH:45][c:46]([N:50]([C:51]([O:52][C:53]([CH3:54])([CH3:55])[CH3:56])=[O:57])[CH3:58])[n:47][cH:48][cH:49]1.[C:4](=[O:5])([O:6][C:7]([CH3:8])([CH3:9])[CH3:10])[N:11]([CH:12]1[CH2:13][CH2:14][CH:15]([N:18]([C:19](=[O:20])[c:21]2[c:22]([Cl:32])[c:23]3[c:24]([s:25]2)[c:26]([F:31])[cH:27][cH:28][c:29]3[F:30])[CH2:33][c:34]2[cH:35][cH:36][cH:37][cH:38][c:39]2[O:40][CH3:41])[CH2:16][CH2:17]1)[CH3:42]>>[C:4](=[O:5])([O:6][C:7]([CH3:8])([CH3:9])[CH3:10])[N:11]([CH:12]1[CH2:13][CH2:14][CH:15]([N:18]([C:19](=[O:20])[c:21]2[c:22]([Cl:32])[c:23]3[c:24]([s:25]2)[c:26]([F:31])[cH:27][cH:28][c:29]3[F:30])[CH2:33][c:34]2[cH:35][c:36](-[c:44]3[cH:45][c:46]([N:50]([C:51]([O:52][C:53]([CH3:54])([CH3:55])[CH3:56])=[O:57])[CH3:58])[n:47][cH:48][cH:49]3)[cH:37][cH:38][c:39]2[O:40][CH3:41])[CH2:16][CH2:17]1)[CH3:42]. Starting materials: N1C=NC=C1 (Imidazole), C([O-])([O-])=O.[K+].[K+] (potassium carbonate), cuprous chloride, CN1C(CCC1)=O (N-methylpyrrolidone), C(CCCC)NC(CC1=C2C(=CC(=C1)Br)OCO2)=O (N-pentyl-(5-bromo-2,3-methylenedioxyphenyl)acetamide). The solvent is C(C)(=O)OCC (ethyl acetate). Conditions: temperature 200 celsius, time 10 hour. Yields the product C(CCCC)NC(CC1=C2C(=CC(=C1)C=1NC=CN1)OCO2)=O (N-pentyl-(5-imidazolyl-2,3-methylenedioxyphenyl)acetamide). Yield: 45.6%. RXN SMILES: [NH:1]1[CH:5]=[CH:4][N:3]=[CH:2]1.C(=O)([O-])[O-].[K+].[K+].CN1CCCC1=O.[CH2:19]([NH:24][C:25](=[O:37])[CH2:26][C:27]1[CH:32]=[C:31](Br)[CH:30]=[C:29]2[O:34][CH2:35][O:36][C:28]=12)[CH2:20][CH2:21][CH2:22][CH3:23]>C(OCC)(=O)C>[CH2:19]([NH:24][C:25](=[O:37])[CH2:26][C:27]1[CH:32]=[C:31]([C:2]2[NH:1][CH:5]=[CH:4][N:3]=2)[CH:30]=[C:29]2[O:34][CH2:35][O:36][C:28]=12)[CH2:20][CH2:21][CH2:22][CH3:23] |f:1.2.3|. Reported procedure: Imidazole (1.11 g, 16.3 mmol), potassium carbonate (2.78 g, 20.1 mmol), cuprous chloride (0.31 g, 3.1 mmol), and N-methylpyrrolidone (25 ml) were added to N-pentyl-(5-bromo-2,3-methylenedioxyphenyl)acetamide (4.65 g, 14.8 mmol), and the mixture was stirred at 200° C. for 10 hours. The reaction mixture was cooled and added with ethyl acetate (30 ml) and the precipitates were removed by filtration. The ethyl acetate layer was successively washed with 10% aqueous ammonia and with saturated brine, a... The reactants are hydrochloride salt, N (NH3), ON=C(C1=CN=CC=C1)Cl (N-Hydroxynicotinimidoyl chloride), C(#C)C=1C=C(C=CC1)C(C)=O (1-(3-ethynylphenyl)ethanone). Product: N1=CC(=CC=C1)C1=NOC(=C1)C=1C=C(C=CC1)C(C)=O (1-(3-(3-(Pyridin-3-yl)isoxazol-5-yl)phenyl)ethanone). Reaction SMILES: [OH:1][N:2]=[C:3](Cl)[C:4]1[CH:9]=[CH:8][CH:7]=[N:6][CH:5]=1.[C:11]([C:13]1[CH:14]=[C:15]([C:19](=[O:21])[CH3:20])[CH:16]=[CH:17][CH:18]=1)#[CH:12].N>>[N:6]1[CH:7]=[CH:8][CH:9]=[C:4]([C:3]2[CH:12]=[C:11]([C:13]3[CH:14]=[C:15]([C:19](=[O:21])[CH3:20])[CH:16]=[CH:17][CH:18]=3)[O:1][N:2]=2)[CH:5]=1. Reported procedure: The titled compound was prepared as the hydrochloride salt according to Method CB using the product of Example 1A (78 mg, 0.5 mmol) and 1-(3-ethynylphenyl)ethanone (GFS Chemicals, 72 mg, 0.5 mmol). 1H NMR (300 MHz, MeOH-d4) δ 2.70 (s, 3H), 7.67-7.85 (m, 2H), 7.94 (s, 1H), 8.13 (dt, J=5.1, 1.5 Hz, 1H), 8.18 (dt, J=7.6, 1.5 Hz, 1H), 8.40-8.54 (m, 2H), 8.80 (dd, J=5.2, 1.6 Hz, 1H), 9.20 (d, J=1.5 Hz, 1H) ppm; MS (DCI/NH3) m/z 265 (M+H)+. Starting materials: [N+](=O)(O)[O-] (HNO3), CN1C(C(NC2=CC=CC=C12)(C)C)=O (3,4-dihydro-1,3,3-trimethylquinoxalin-2(1H)-one), [OH-].[Na+] (NaOH). Solvent: OS(=O)(=O)O (H2SO4), OS(=O)(=O)O (H2SO4). Reaction conditions: temperature -15 celsius, time 15 minute. Yields the product CN1C(C(NC2=CC(=CC=C12)[N+](=O)[O-])(C)C)=O (3,4-dihydro-1,3,3-trimethyl-6-nitroquinoxalin-2(1H)-one). The yield is 93.6%. As a reaction SMILES: [CH3:1][N:2]1[C:11]2[C:6](=[CH:7][CH:8]=[CH:9][CH:10]=2)[NH:5][C:4]([CH3:13])([CH3:12])[C:3]1=[O:14].[N+:15]([O-])([OH:17])=[O:16].[OH-].[Na+]>OS(O)(=O)=O>[CH3:1][N:2]1[C:11]2[C:6](=[CH:7][C:8]([N+:15]([O-:17])=[O:16])=[CH:9][CH:10]=2)[NH:5][C:4]([CH3:12])([CH3:13])[C:3]1=[O:14] |f:2.3|. Procedure: In a 50-mL r.b. flask, a solution of 3,4-dihydro-1,3,3-trimethylquinoxalin-2(1H)-one (830 mg, 4.36 mmol) in 20 mL of conc. H2SO4 was cooled to −15° C. A solution of HNO3 (336 mg, 4.80 mmnol, 1.1 equiv) dissolved in conc. H2SO4 (1 mL) was then added dropwise via syringe in order to maintain a temperature below −5° C. After complete addition the reaction was allowed to stir at −15° C. for 15 min, warmed to rt, poured over NaOH (15 g) pellets and ice. After complete solution of the NaOH pellets, th... Reactants: CCC(C)(C)[O-].[Na+] (sodium tert-pentoxide), O=C1CC(C1)C(=O)OC (methyl 3-oxocyclobutanecarboxylate), [Cl-].[NH4+] (ammonium chloride), [Cl-].COC[P+](C1=CC=CC=C1)(C1=CC=CC=C1)C1=CC=CC=C1 (methoxymethyltriphenylphosphonium chloride). Solvent: C1=CC=CC=C1 (benzene), C1=CC=CC=C1 (benzene), C1=CC=CC=C1 (benzene). Run at time 15 minute. The product is COC=C1CC(C1)C(=O)OC (Methyl 3-(methoxymethylidene)cyclobutanecarboxylate). As a reaction SMILES: [Cl-].[CH3:2][O:3][CH2:4][P+](C1C=CC=CC=1)(C1C=CC=CC=1)C1C=CC=CC=1.CCC([O-])(C)C.[Na+].O=[C:32]1[CH2:35][CH:34]([C:36]([O:38][CH3:39])=[O:37])[CH2:33]1.[Cl-].[NH4+]>C1C=CC=CC=1>[CH3:2][O:3][CH:4]=[C:32]1[CH2:35][CH:34]([C:36]([O:38][CH3:39])=[O:37])[CH2:33]1 |f:0.1,2.3,5.6|. Reported procedure: To a suspension of methoxymethyltriphenylphosphonium chloride (1350 g, 3.90 mol) in anhydrous benzene (12 L), a solution of sodium tert-pentoxide (435 g, 3.90 mol) in anhydrous benzene (4 L) was added slowly under nitrogen atmosphere. The resulting red solution was stirred for 15 minutes at ambient temperature. Then, a solution of methyl 3-oxocyclobutanecarboxylate (250 g, 1.95 mol) in anhydrous benzene (1 L) was added slowly and the reaction mixture was heated at 70° C. for 2 hours. Saturated a... The reactants are C(C)(=O)O[BH-](OC(C)=O)OC(C)=O.[Na+] (sodium triacetoxyborohydride), FC1=C(OC2=C3C(=NC=C2)C=C(S3)C3=NC=C(C=O)C=C3)C=CC(=C1)[N+](=O)[O-] (6-(7-(2-fluoro-4-nitrophenoxy)thieno[3,2-b]pyridin-2-yl)nicotinaldehyde), COCCOCCN (2-(2-methoxyethoxy)ethanamine), C(C)(=O)O (acetic acid), C(C)(=O)O[BH-](OC(C)=O)OC(C)=O.[Na+] (sodium triacetoxyborohydride). The solvent is ClCCl (dichloromethane). Run at time 1 hour. Product: FC1=C(OC2=C3C(=NC=C2)C=C(S3)C3=CC=C(C=N3)CNCCOCCOC)C=CC(=C1)[N+](=O)[O-] (N-((6-(7-(2-fluoro-4-nitrophenoxy)thieno[3,2-b]pyridin-2-yl)pyridin-3-yl)methyl)-2-(2-methoxyethoxy)ethanamine). The yield is 43.2%. Reaction SMILES: [F:1][C:2]1[CH:25]=[C:24]([N+:26]([O-:28])=[O:27])[CH:23]=[CH:22][C:3]=1[O:4][C:5]1[CH:10]=[CH:9][N:8]=[C:7]2[CH:11]=[C:12]([C:14]3[CH:21]=[CH:20][C:17]([CH:18]=O)=[CH:16][N:15]=3)[S:13][C:6]=12.[CH3:29][O:30][CH2:31][CH2:32][O:33][CH2:34][CH2:35][NH2:36].C(O)(=O)C.C(O[BH-](OC(=O)C)OC(=O)C)(=O)C.[Na+]>ClCCl>[F:1][C:2]1[CH:25]=[C:24]([N+:26]([O-:28])=[O:27])[CH:23]=[CH:22][C:3]=1[O:4][C:5]1[CH:10]=[CH:9][N:8]=[C:7]2[CH:11]=[C:12]([C:14]3[N:15]=[CH:16][C:17]([CH2:18][NH:36][CH2:35][CH2:34][O:33][CH2:32][CH2:31][O:30][CH3:29])=[CH:20][CH:21]=3)[S:13][C:6]=12 |f:3.4|. Procedure: A suspension of carbaldehyde 325 (0.50 g, 1.3 mmol), amine 326 (0.30 g, 2.5 mmol) and acetic acid (0.14 ml, 2.5 mmol) in dichloromethane (20 ml) was stirred for 1 h at room temperature. Then sodium triacetoxyborohydride (0.80 g, 3.8 mmol) was added and stirred at r.t. for 16 h. A further amount of sodium triacetoxyborohydride (1.0 g) was then added, and stirring continued for 2 h. The reaction mixture was partitioned between dichloromethane and 1N NaOH. The yellow suspension was removed by filtr...